From a dataset of the Open Reaction Database (ORD), a public repository of structured organic reaction records. describe an organic reaction: reactants, conditions, products, and yield Starting materials: C1(=CC=CC=C1)C(C(=O)Cl)(C)C1=CC=CC=C1 (2,2-diphenylpropionyl chloride), C(CCC)N (butylamine). Product: C(CCC)NC(C(C)(C1=CC=CC=C1)C1=CC=CC=C1)=O (N-Butyl-2,2-diphenyl-propionamide). Reaction SMILES: [C:1]1([C:7]([C:12]2[CH:17]=[CH:16][CH:15]=[CH:14][CH:13]=2)([CH3:11])[C:8](Cl)=[O:9])[CH:6]=[CH:5][CH:4]=[CH:3][CH:2]=1.[CH2:18]([NH2:22])[CH2:19][CH2:20][CH3:21]>>[CH2:18]([NH:22][C:8](=[O:9])[C:7]([C:12]1[CH:17]=[CH:16][CH:15]=[CH:14][CH:13]=1)([C:1]1[CH:6]=[CH:5][CH:4]=[CH:3][CH:2]=1)[CH3:11])[CH2:19][CH2:20][CH3:21]. Procedure details: The title compound, colorless oil, MS: m/e=282.2 (M+H+) was prepared in accordance with the general method of example 1 from 2,2-diphenylpropionyl chloride and butylamine. Starting materials: N(N)C(=O)OC(C)(C)C (1,1-dimethylethyl hydrazinecarboxylate), C(CCl)Cl (EDC), C=1C=CC2=C(C1)N=NN2O (HOBT), CC1=CN=C(S1)C(=O)O (5-methyl-1,3-thiazole-2-carboxylic acid). Solvent: ClCCl (dichloromethane), ClCCl (DCM). Reaction conditions: time 15 minute. Product: CC1=CN=C(S1)C(=O)NNC(=O)OC(C)(C)C (1,1-Dimethylethyl 2-[(5-methyl-1,3-thiazol-2-yl)carbonyl]hydrazinecarboxylate). As a reaction SMILES: [CH3:1][C:2]1[S:6][C:5]([C:7]([OH:9])=O)=[N:4][CH:3]=1.C(Cl)CCl.C1C=CC2N(O)N=NC=2C=1.[NH:24]([C:26]([O:28][C:29]([CH3:32])([CH3:31])[CH3:30])=[O:27])[NH2:25]>ClCCl>[CH3:1][C:2]1[S:6][C:5]([C:7]([NH:25][NH:24][C:26]([O:28][C:29]([CH3:32])([CH3:31])[CH3:30])=[O:27])=[O:9])=[N:4][CH:3]=1. Procedure details: A solution of 5-methyl-1,3-thiazole-2-carboxylic acid (500 mg, 3.49 mmol) in dry dichloromethane (DCM) (17.500 ml) was stirred at room temperature under an atmosphere of argon. EDC (803 mg, 4.19 mmol) and HOBT (267 mg, 1.746 mmol) were added to the stirred solution. After 15 minutes, 1,1-dimethylethyl hydrazinecarboxylate (554 mg, 4.19 mmol) was added to the stirred solution. The resulting solution was stirred for 18 hours. After this time, the solution was diluted with DCM (approx. 50 ml) and w... Starting materials: COc1ccc(-n2nc(C(=O)N3CCCCC3)cc2-c2cc(C#N)ccn2)cn1, CO, [Na+], C1CCOC1, [OH-]. The product is COc1ccc(-n2nc(C(=O)N3CCCCC3)cc2-c2cc(C(=O)O)ccn2)cn1. RXN SMILES: [C:1](#[N:2])[c:3]1[cH:4][c:5](-[c:9]2[cH:10][c:11]([C:22](=[O:23])[N:24]3[CH2:25][CH2:26][CH2:27][CH2:28][CH2:29]3)[n:12][n:13]2-[c:14]2[cH:15][n:16][c:17]([O:20][CH3:21])[cH:18][cH:19]2)[n:6][cH:7][cH:8]1.[CH3:32][OH:33].[Na+:31].[O:34]1[CH2:35][CH2:36][CH2:37][CH2:38]1.[OH-:30]>>[C:1]([c:3]1[cH:4][c:5](-[c:9]2[cH:10][c:11]([C:22](=[O:23])[N:24]3[CH2:25][CH2:26][CH2:27][CH2:28][CH2:29]3)[n:12][n:13]2-[c:14]2[cH:15][n:16][c:17]([O:20][CH3:21])[cH:18][cH:19]2)[n:6][cH:7][cH:8]1)(=[O:30])[OH:33]. The reactants are [OH-].[Na+] (NaOH), COC(\C=C\C=C(/C1=CC=C(C=C1)OC)\C1=C(C=CC=C1)OC)=O ((E,E)-5-(2-methoxyphenyl)-5-(4-methoxyphenyl)-2,4-pentadienoic acid methyl ester). The solvent is CO (methanol). Conditions: time 1 hour. The product is COC1=C(C=CC=C1)/C(=C/C=C/C(=O)O)/C1=CC=C(C=C1)OC ((E,E)-5-(2-methoxyphenyl)-5-(4-methoxyphenyl)-2,4-pentadienoic acid). The yield is 87.5%. RXN SMILES: C[O:2][C:3](=[O:24])/[CH:4]=[CH:5]/[CH:6]=[C:7](/[C:16]1[CH:21]=[CH:20][CH:19]=[CH:18][C:17]=1[O:22][CH3:23])\[C:8]1[CH:13]=[CH:12][C:11]([O:14][CH3:15])=[CH:10][CH:9]=1.[OH-].[Na+]>CO>[CH3:23][O:22][C:17]1[CH:18]=[CH:19][CH:20]=[CH:21][C:16]=1/[C:7](/[C:8]1[CH:9]=[CH:10][C:11]([O:14][CH3:15])=[CH:12][CH:13]=1)=[CH:6]/[CH:5]=[CH:4]/[C:3]([OH:24])=[O:2] |f:1.2|. Procedure: In the manner described in Example 99, (E,E)-5-(2-methoxyphenyl)-5-(4-methoxyphenyl)-2,4-pentadienoic acid methyl ester (4.3 g) was saponified in a refluxing mixture of methanol (35 mL) and 1N NaOH (35 mL). After 1 hour the reaction was worked up in the usual fashion and the crude acid was crystallized from 2-propanol to afford 3.6 g of (E,E)-5-(2-methoxyphenyl)-5-(4-methoxyphenyl)-2,4-pentadienoic acid, mp 210.5°-211.5° C. Reactants: N (ammonia), C(C)N(CC)CC1N(CCCC1)CC#CCN1C2=C(NC(C3=C1C=CC=C3)=O)C=CC=N2 (11-[4-[2-[(diethylamino)methyl]-1-piperidinyl]-but-2-ynyl]-5,11-dihydro-6H-pyrido[2,3-b][1,4]benzodiazepin-6-one), [H][H] (hydrogen), [H][H] (hydrogen), C (charcoal). The reagents and catalysts are [Pd] (palladium). Run in ClCCl.C1CCCCC1.CO (dichloromethane cyclohexane methanol), C(C)O (ethanol). Product: C(C)N(CC)CC1N(CCCC1)CCCCN1C2=C(NC(C3=C1C=CC=C3)=O)C=CC=N2 (11-[4-[2-[(Diethylamino)methyl]-1-piperidinyl]butyl]-5,11-dihydro-6H-pyrido[2,3-b][1,4]benzodiazepin-6-one). RXN SMILES: [CH2:1]([N:3]([CH2:6][CH:7]1[CH2:12][CH2:11][CH2:10][CH2:9][N:8]1[CH2:13][C:14]#[C:15][CH2:16][N:17]1[C:23]2[CH:24]=[CH:25][CH:26]=[CH:27][C:22]=2[C:21](=[O:28])[NH:20][C:19]2[CH:29]=[CH:30][CH:31]=[N:32][C:18]1=2)[CH2:4][CH3:5])[CH3:2].C.[H][H].N>C(O)C.[Pd].ClCCl.C1CCCCC1.CO>[CH2:1]([N:3]([CH2:6][CH:7]1[CH2:12][CH2:11][CH2:10][CH2:9][N:8]1[CH2:13][CH2:14][CH2:15][CH2:16][N:17]1[C:23]2[CH:24]=[CH:25][CH:26]=[CH:27][C:22]=2[C:21](=[O:28])[NH:20][C:19]2[CH:29]=[CH:30][CH:31]=[N:32][C:18]1=2)[CH2:4][CH3:5])[CH3:2] |f:6.7.8|. Procedure: 4.3 g (0.01 mol) of 11-[4-[2-[(diethylamino)methyl]-1-piperidinyl]-but-2-ynyl]-5,11-dihydro-6H-pyrido[2,3-b][1,4]benzodiazepin-6-one were dissolved in 40 ml of ethanol and after the addition of 0.5 g of 10% palladium on animal charcoal the mixture was hydrogenated under 3 bar of hydrogen pressure and at ambient temperature until the uptake of hydrogen had ceased. The mixture was filtered, the filtrate was evaporated down in a water jet vacuum and the oily residue remaining was purified by column... Reactants: FC=1C(=C(C=CC1)/C=C/C(=O)OC)N=P(C1=CC=CC=C1)(C1=CC=CC=C1)C1=CC=CC=C1 (Methyl (2E)-3-{3-fluoro-2-[(triphenylphosphoranylidene)amino]phenyl}propenoate), COC1=C(C=C(C=C1)C)N=C=O (2-methoxy-5-methylphenyl isocyanate), FC1=C(C=C(C=C1)N1CCNCC1)C (N-(4-Fluoro-3-methylphenyl)piperazine). The product is FC=1C=CC=C2C(N(C(=NC12)N1CCN(CC1)C1=CC(=C(C=C1)F)C)C1=CC(=CC=C1OC)C)CC(=O)OC (Methyl {8-fluoro-2-[4-(4-fluoro-3-methylphenyl)-1-piperazinyl]-3-[6-methoxy-3-methylphenyl]-3,4-dihydro-4-quinazolinyl}acetate). RXN SMILES: [F:1][C:2]1[C:3]([N:14]=P(C2C=CC=CC=2)(C2C=CC=CC=2)C2C=CC=CC=2)=[C:4](/[CH:8]=[CH:9]/[C:10]([O:12][CH3:13])=[O:11])[CH:5]=[CH:6][CH:7]=1.[CH3:34][O:35][C:36]1[CH:41]=[CH:40][C:39]([CH3:42])=[CH:38][C:37]=1[N:43]=[C:44]=O.[F:46][C:47]1[CH:52]=[CH:51][C:50]([N:53]2[CH2:58][CH2:57][NH:56][CH2:55][CH2:54]2)=[CH:49][C:48]=1[CH3:59]>>[F:1][C:2]1[CH:7]=[CH:6][CH:5]=[C:4]2[C:3]=1[N:14]=[C:44]([N:56]1[CH2:55][CH2:54][N:53]([C:50]3[CH:51]=[CH:52][C:47]([F:46])=[C:48]([CH3:59])[CH:49]=3)[CH2:58][CH2:57]1)[N:43]([C:37]1[C:36]([O:35][CH3:34])=[CH:41][CH:40]=[C:39]([CH3:42])[CH:38]=1)[CH:8]2[CH2:9][C:10]([O:12][CH3:13])=[O:11]. Procedure: Starting with 0.60 g (1.76 mmol) of the iminophosphorane from Example 10A, 376 mg (2.31 mmol) of 2-methoxy-5-methylphenyl isocyanate and 342 mg (1.76 mmol) of the phenylpiperazine from Example 13A, 183 mg (16% of theory) of product are obtained after purification by preparative HPLC.